From a dataset of the Open Reaction Database (ORD), a public repository of structured organic reaction records. describe an organic reaction: reactants, conditions, products, and yield The reactants are solution, C1(=CC=CC=C1)[Li] (phenyllithium), [Cl-].COC[P+](C1=CC=CC=C1)(C1=CC=CC=C1)C1=CC=CC=C1 (methoxymethyltriphenylphosphonium chloride), C1CCCCC1.C(C)OCC (cyclohexane diethyl ether), FC1=C(C(=CC(=C1F)F)C1=CC=C(C=C1)C1CCC(CC1)CCC)C=O (3,4,5-trifluoro-4′-(4-propylcyclohexyl)biphenyl -2-carbaldehyde), Ice water. The solvent is C(C)OCC (diethyl ether). Conditions: temperature -50 celsius, time 30 minute. Yields the product FC=1C(=C(C=C(C1F)F)C1=CC=C(C=C1)C1CCC(CC1)CCC)C=COC (3,4,5-trifluoro-2-(2-methoxyvinyl)-4′-(4-propylcyclohexyl)biphenyl). As a reaction SMILES: C1([Li])C=CC=CC=1.[Cl-].COC[P+](C1C=CC=CC=1)(C1C=CC=CC=1)C1C=CC=CC=1.[F:31][C:32]1[C:37]([F:38])=[C:36]([F:39])[CH:35]=[C:34]([C:40]2[CH:45]=[CH:44][C:43]([CH:46]3[CH2:51][CH2:50][CH:49]([CH2:52][CH2:53][CH3:54])[CH2:48][CH2:47]3)=[CH:42][CH:41]=2)[C:33]=1C=O.C1CCCCC1.[CH2:63]([O:65][CH2:66][CH3:67])C>C(OCC)C>[F:31][C:32]1[C:33]([CH:67]=[CH:66][O:65][CH3:63])=[C:34]([C:40]2[CH:45]=[CH:44][C:43]([CH:46]3[CH2:51][CH2:50][CH:49]([CH2:52][CH2:53][CH3:54])[CH2:48][CH2:47]3)=[CH:42][CH:41]=2)[CH:35]=[C:36]([F:39])[C:37]=1[F:38] |f:1.2,4.5|. Reported procedure: 27 ml (48 mmol) of a 1.8 M solution of phenyllithium in cyclohexane/diethyl ether (7:3) are added dropwise at −65° C. to a solution/suspension of 45 mmol of methoxymethyltriphenylphosphonium chloride in 280 ml of dry diethyl ether. The mixture is stirred at the same temperature for 30 minutes, then kept at −10° C. for 30 minutes and subsequently re-cooled to −50° C. 16 mmol of 3,4,5-trifluoro-4′-(4-propylcyclohexyl)biphenyl -2-carbaldehyde are added at this temperature. The reaction mixture is a...